Dataset: the Open Reaction Database (ORD), a public repository of structured organic reaction records. Task: describe an organic reaction: reactants, conditions, products, and yield The reactants are CN, COC(=O)c1sccc1S(=O)(=O)Cl, ClC(Cl)Cl, O. Yields the product CNS(=O)(=O)c1ccsc1C(=O)OC. RXN SMILES: [CH3:18][NH2:19].[CH3:1][O:2][C:3](=[O:4])[c:5]1[s:6][cH:7][cH:8][c:9]1[S:10](=[O:11])(=[O:12])[Cl:13].[CH:14]([Cl:15])([Cl:16])[Cl:17].[OH2:20]>>[CH3:1][O:2][C:3](=[O:4])[c:5]1[s:6][cH:7][cH:8][c:9]1[S:10](=[O:11])(=[O:12])[NH:19][CH3:18].